From a dataset of the Open Reaction Database (ORD), a public repository of structured organic reaction records. describe an organic reaction: reactants, conditions, products, and yield Reactants: ClC1=CC(=C(C(=O)OC)C=C1)NC(CC1=CC(=CC=C1)[N+](=O)[O-])=O (methyl 4-chloro-2-(3-nitrophenyl)acetamidobenzoate), [H][H] (hydrogen). Reagents/catalysts: [Pt]=O (platinum oxide). Run in C(C)(=O)OCC (ethyl acetate). Yields the product NC=1C=C(C=CC1)CC(=O)NC1=C(C(=O)OC)C=CC(=C1)Cl (methyl 2-(3-aminophenyl)acetamido-4-chlorobenzoate). Yield: 101.1%. RXN SMILES: [Cl:1][C:2]1[CH:11]=[CH:10][C:5]([C:6]([O:8][CH3:9])=[O:7])=[C:4]([NH:12][C:13](=[O:24])[CH2:14][C:15]2[CH:20]=[CH:19][CH:18]=[C:17]([N+:21]([O-])=O)[CH:16]=2)[CH:3]=1.[H][H]>C(OCC)(=O)C.[Pt]=O>[NH2:21][C:17]1[CH:16]=[C:15]([CH2:14][C:13]([NH:12][C:4]2[CH:3]=[C:2]([Cl:1])[CH:11]=[CH:10][C:5]=2[C:6]([O:8][CH3:9])=[O:7])=[O:24])[CH:20]=[CH:19][CH:18]=1. Procedure details: A suspension of platinum oxide (0.35 g) in ethyl acetate (100 ml) containing methyl 4-chloro-2-(3-nitrophenyl)acetamidobenzoate (9.96 g, 28.6 mmol) was shaken under an atmosphere of hydrogen at 40 psi until hydrogen uptake had ceased. The suspension was filtered and the filtrate evaporated to leave methyl 2-(3-aminophenyl)acetamido-4-chlorobenzoate as a pale green solid (9.22 g); δ (CDCl3) 3.65 (2H, s, CH2), 3.66 (3H, s, OCH3), 6.61 (1H, dd, J 7.9 and 2.1 Hz, ArH), 6.70 (1H, s, ArH), 6.74 (1H, d...